This data is from the Open Reaction Database (ORD), a public repository of structured organic reaction records. The task is: describe an organic reaction: reactants, conditions, products, and yield The reactants are NC1CC(NC(C1)(C)C)(C)C (4-amino-2,2,6,6-tetramethylpiperidine), O.NN (hydrazine hydrate), C(C)C(C(=O)Cl)CCCC(=O)Cl (ethyl adipoyl chloride), ester. Solvent: CO (methanol). Product: CC1(NC(CC(C1)NC(CCCCC(=O)NN)=O)(C)C)C (N-(2,2,6,6-tetramethyl-4-piperidinyl)-N'-aminoadipamide). Reaction SMILES: [NH2:1][CH:2]1[CH2:7][C:6]([CH3:9])([CH3:8])[NH:5][C:4]([CH3:11])([CH3:10])[CH2:3]1.C([CH:14]([CH2:18][CH2:19][CH2:20][C:21](Cl)=[O:22])[C:15](Cl)=[O:16])C.O.[NH2:25][NH2:26]>CO>[CH3:8][C:6]1([CH3:9])[CH2:7][CH:2]([NH:1][C:15](=[O:16])[CH2:14][CH2:18][CH2:19][CH2:20][C:21]([NH:25][NH2:26])=[O:22])[CH2:3][C:4]([CH3:11])([CH3:10])[NH:5]1 |f:2.3|. Procedure: N-(2,2,6,6-tetramethyl-4-piperidinyl)-N'-aminoadipamide was prepared by reacting 4-amino-2,2,6,6-tetramethylpiperidine with ethyl adipoyl chloride, followed by hydrazinolysis of the resulting ester with 85% hydrazine hydrate in methanol. Reactants: N#CBr (cyanogen bromide), C([O-])([O-])=O.[K+].[K+] (potassium carbonate), CC1NCCC(C1)C1=NSC2=C1C=CC=C2 (3-(2-methyl-4-piperidinyl)-1,2-benzisothiazole). Solvent: C(Cl)(Cl)Cl (chloroform), C(Cl)(Cl)Cl (chloroform). The product is C(#N)N1CCC(CC1)C1=NSC2=C1C=CC=C2 (3-(1-Cyano-4piperidinyl)-1,2-benzisothiazole). The yield is 39.1%. Reaction SMILES: [N:1]#[C:2]Br.C(=O)([O-])[O-].[K+].[K+].C[CH:11]1[CH2:16][CH:15]([C:17]2[C:21]3[CH:22]=[CH:23][CH:24]=[CH:25][C:20]=3[S:19][N:18]=2)[CH2:14][CH2:13][NH:12]1>C(Cl)(Cl)Cl>[C:2]([N:12]1[CH2:11][CH2:16][CH:15]([C:17]2[C:21]3[CH:22]=[CH:23][CH:24]=[CH:25][C:20]=3[S:19][N:18]=2)[CH2:14][CH2:13]1)#[N:1] |f:1.2.3|. Reported procedure: To a stirred mixture of 5.9 g of cyanogen bromide, 8.6 g of potassium carbonate, and 80 ml of chloroform was added, dropwise, 11.0 g of 3-(2-methyl-4-piperidinyl)-1,2-benzisothiazole, in 30 ml of chloroform. The mixture was stirred under reflux for 4 hrs, cooled, filtered and the filtrate was concentrated in vacuo to a solid. The solid was triturated with hexane and recrystallized from methanol-water (twice) to yield 4.5 g (36%) of product, mp 118°-120°.